Task: describe an organic reaction: reactants, conditions, products, and yield. Dataset: the Open Reaction Database (ORD), a public repository of structured organic reaction records Starting materials: COc1ccc(COc2ccc(C(=O)N(C)c3ccc(Oc4ccccc4)cc3C(=O)NC(C)C)cc2Cl)cc1OC, ClCCl, O=C(O)C(F)(F)F. Yields the product CC(C)NC(=O)c1cc(Oc2ccccc2)ccc1N(C)C(=O)c1ccc(O)c(Cl)c1. RXN SMILES: [Cl:1][c:2]1[cH:3][c:4]([C:5](=[O:6])[N:7]([c:8]2[c:9]([C:21](=[O:22])[NH:23][CH:24]([CH3:25])[CH3:26])[cH:10][c:11]([O:14][c:15]3[cH:16][cH:17][cH:18][cH:19][cH:20]3)[cH:12][cH:13]2)[CH3:27])[cH:28][cH:29][c:30]1[O:31][CH2:32][c:33]1[cH:34][cH:35][c:36]([O:37][CH3:38])[c:39]([O:40][CH3:41])[cH:42]1.[Cl:50][CH2:51][Cl:52].[F:43][C:44]([F:45])([F:46])[C:47]([OH:48])=[O:49]>>[Cl:1][c:2]1[cH:3][c:4]([C:5](=[O:6])[N:7]([c:8]2[c:9]([C:21](=[O:22])[NH:23][CH:24]([CH3:25])[CH3:26])[cH:10][c:11]([O:14][c:15]3[cH:16][cH:17][cH:18][cH:19][cH:20]3)[cH:12][cH:13]2)[CH3:27])[cH:28][cH:29][c:30]1[OH:31]. Starting materials: N=1C=NN2C1C=CC=C2N ([1,2,4]triazolo[1,5-a]pyridin-5-ylamine), N12CCCCCC2=NCCC1 (1,8-diazabicyclo[5.4.0]undec-7-en), N1N=CC=C1 (pyrazole). Product: N1(N=CC=C1)C1=NN2C(C=C(C=C2N)C=2C=NC=CC2)=N1 (2-Pyrazol-1-yl-7-pyridin-3-yl-[1,2,4]triazolo[1,5-a]pyridin-5-ylamine). Reaction SMILES: [N:1]1[CH:2]=[N:3][N:4]2[C:9]([NH2:10])=[CH:8][CH:7]=[CH:6][C:5]=12.N12[CH2:21][CH2:20][CH2:19][N:18]=[C:17]1[CH2:16]CCCC2.[NH:22]1[CH:26]=[CH:25][CH:24]=[N:23]1>>[N:22]1([C:2]2[N:1]=[C:5]3[CH:6]=[C:7]([C:20]4[CH:19]=[N:18][CH:17]=[CH:16][CH:21]=4)[CH:8]=[C:9]([NH2:10])[N:4]3[N:3]=2)[CH:26]=[CH:25][CH:24]=[N:23]1. Procedure details: The title compound, MS m/e (%):277 (M+,100), was prepared in accordance with the method of example 339b) from 2-methanesulfinyl-7-pyridin-3-yl—([1,2,4]triazolo[1,5-a]pyridin-5-ylamine and 1,8-diazabicyclo[5.4.0]undec-7-en in pyrazole at 75° C. Reactants: C(C)(=O)O[BH-](OC(C)=O)OC(C)=O.[Na+] (Sodium triacetoxyborohydride), CC1=C(N=C(O1)C1=CC=C(C(=O)NCC=2C=NC=CC2)C=C1)CS(=O)(=O)C1CCNCC1 (4-[5-methyl-4-[(piperidine-4-sulfonyl)methyl]-1,3-oxazol-2-yl]-N-(pyridin-3-ylmethyl)benzamide), C(C)(=O)O (acetic acid), CC(C=O)C (2-methylpropanal). Solvent: ClCCCl (1,2-dichloroethane). Run at temperature 30 celsius, time 8 hour. Yields the product CC1=C(N=C(O1)C1=CC=C(C(=O)NCC=2C=NC=CC2)C=C1)CS(=O)(=O)C1CCN(CC1)CC(C)C (4-(5-methyl-4-[[1-(2-methylpropyl) piperidine-4-sulfonyl]methyl]-1,3-oxazol-2-yl)-N-(pyridin-3-ylmethyl)benzamide). Isolated yield 59.3%. As a reaction SMILES: [CH3:1][C:2]1[O:6][C:5]([C:7]2[CH:22]=[CH:21][C:10]([C:11]([NH:13][CH2:14][C:15]3[CH:16]=[N:17][CH:18]=[CH:19][CH:20]=3)=[O:12])=[CH:9][CH:8]=2)=[N:4][C:3]=1[CH2:23][S:24]([CH:27]1[CH2:32][CH2:31][NH:30][CH2:29][CH2:28]1)(=[O:26])=[O:25].C(O)(=O)C.[CH3:37][CH:38]([CH3:41])[CH:39]=O.C(O[BH-](OC(=O)C)OC(=O)C)(=O)C.[Na+]>ClCCCl>[CH3:1][C:2]1[O:6][C:5]([C:7]2[CH:8]=[CH:9][C:10]([C:11]([NH:13][CH2:14][C:15]3[CH:16]=[N:17][CH:18]=[CH:19][CH:20]=3)=[O:12])=[CH:21][CH:22]=2)=[N:4][C:3]=1[CH2:23][S:24]([CH:27]1[CH2:28][CH2:29][N:30]([CH2:37][CH:38]([CH3:41])[CH3:39])[CH2:31][CH2:32]1)(=[O:25])=[O:26] |f:3.4|. Procedure details: A solution of 4-[5-methyl-4-[(piperidine-4-sulfonyl)methyl]-1,3-oxazol-2-yl]-N-(pyridin-3-ylmethyl)benzamide (300 mg, 0.66 mmol, 1.00 equiv), acetic acid (59.3 mg, 0.99 mmol, 1.50 equiv) and 2-methylpropanal (57 mg, 0.79 mmol, 1.20 equiv) in 1,2-dichloroethane (3 mL) was stirred at room temperature for 4 h. Sodium triacetoxyborohydride (420 mg, 1.98 mmol, 3.00 equiv) was added in small batches and the resulting solution was stirred overnight at 30° C. The resulting mixture was concentrated under...